Dataset: the Open Reaction Database (ORD), a public repository of structured organic reaction records. Task: describe an organic reaction: reactants, conditions, products, and yield Reactants: NC=1SC(=C(N1)C)C(=O)OCC (ethyl 2-amino-4-methylthiazole-5-carboxylate), ClC1=C(C=C(S1)S(=O)(=O)Cl)C1=C(C=CC(=C1)F)F (5-chloro-4-(2,5-difluorophenyl)thiophene-2-sulfonyl chloride), ClC1=C(C=C(S1)S(=O)(=O)Cl)C1=C(C=CC(=C1)F)F (5-chloro-4-(2,5-difluorophenyl)thiophene-2-sulfonyl chloride). Yields the product ClC1=C(C=C(S1)S(=O)(=O)NC=1SC(=C(N1)C)C(=O)O)C1=C(C=CC(=C1)F)F (2-({[5-Chloro-4-(2,5-difluorophenyl)thiophen-2-yl]sulfonyl}amino)-4-methyl-1,3-thiazole-5-carboxylic acid). The yield is 17.0%. RXN SMILES: [NH2:1][C:2]1[S:3][C:4]([C:8]([O:10]CC)=[O:9])=[C:5]([CH3:7])[N:6]=1.[Cl:13][C:14]1[S:18][C:17]([S:19](Cl)(=[O:21])=[O:20])=[CH:16][C:15]=1[C:23]1[CH:28]=[C:27]([F:29])[CH:26]=[CH:25][C:24]=1[F:30]>>[Cl:13][C:14]1[S:18][C:17]([S:19]([NH:1][C:2]2[S:3][C:4]([C:8]([OH:10])=[O:9])=[C:5]([CH3:7])[N:6]=2)(=[O:21])=[O:20])=[CH:16][C:15]=1[C:23]1[CH:28]=[C:27]([F:29])[CH:26]=[CH:25][C:24]=1[F:30]. Procedure details: The product was prepared from ethyl 2-amino-4-methylthiazole-5-carboxylate (9.3 mg, 0.050 mmol) and 5-chloro-4-(2,5-difluorophenyl)thiophene-2-sulfonyl chloride (Intermediate 20) (17 mg, 0.050 mmol) according to the General Procedure 10, described in Example 128. The title compound was obtained in 17% yield (3.9 mg). 1H NMR (500 MHz, MeOH-d4) δ ppm 2.50 (s, 3 H) 7.18-7.23 (dddd, J=9.16, 7.57, 3.91, 3.05 Hz, 1 H) 7.26 (td, J=9.16, 4.60 Hz, 1H) 7.26 (ddd, J=8.70, 5.70, 3.05 Hz, 1 H) 7.57 (d, J=1.7...